describe an organic reaction: reactants, conditions, products, and yield From a dataset of the Open Reaction Database (ORD), a public repository of structured organic reaction records. Starting materials: O=C1N2C3=C(CO1)C=CC=C3C(CC2)N(CC=C)C (6,7-dihydro-3-oxo-7-(N-methyl-N-allylamino)-1H,3H,5H-pyrido[3,2,1-ij][3,1]benzoxazine), aqueous solution, [OH-].[Na+] (sodium hydroxide). Solvent: CO (methanol). Yields the product CN(CC=C)C1CCNC2=C(C=CC=C12)CO (4-(N-methyl-N-allylamino)-8-hydroxymethyl-1,2,3,4-tetrahydroquinoline). Isolated yield 91.2%. Reaction SMILES: O=C1[O:7][CH2:6][C:5]2[CH:8]=[CH:9][CH:10]=[C:11]3[CH:12]([N:15]([CH3:19])[CH2:16][CH:17]=[CH2:18])[CH2:13][CH2:14][N:3]1[C:4]=23.[OH-].[Na+]>CO>[CH3:19][N:15]([CH:12]1[C:11]2[C:4](=[C:5]([CH2:6][OH:7])[CH:8]=[CH:9][CH:10]=2)[NH:3][CH2:14][CH2:13]1)[CH2:16][CH:17]=[CH2:18] |f:1.2|. Procedure details: To a solution of 6,7-dihydro-3-oxo-7-(N-methyl-N-allylamino)-1H,3H,5H-pyrido[3,2,1-ij][3,1]benzoxazine (5.89 g) in methanol (80 ml) was added 15% aqueous solution of sodium hydroxide (20 ml) and the mixture was refluxed for 6 hours. After distilling off methanol and extracting with dichloromethane, the extract was dried over anhydrous magnesium sulfate. The solvent was distilled off to give 4-(N-methyl-N-allylamino)-8-hydroxymethyl-1,2,3,4-tetrahydroquinoline (4.83 g). Starting materials: [N+](=O)([O-])C1=C2C=CC=NC2=CC=C1 (5-nitroquinoline), C(C)(=O)O (acetic acid). Reagents/catalysts: [Pd] (Pd/C), O=[Pt]=O (PtO2). Solvent: C(C)(=O)OC(C)=O (acetic anhydride). Conditions: time 10.4 hour. The product is N1CCCC2=C(C=CC=C12)NC(C)=O (N-(1,2,3,4-tetrahydro-5-quinolinyl)acetamide). RXN SMILES: [N+:1]([C:4]1[CH:13]=[CH:12][CH:11]=[C:10]2[C:5]=1[CH:6]=[CH:7][CH:8]=[N:9]2)([O-])=O.[C:14](O)(=[O:16])[CH3:15]>C(OC(=O)C)(=O)C.[Pd].O=[Pt]=O>[NH:9]1[C:10]2[C:5](=[C:4]([NH:1][C:14](=[O:16])[CH3:15])[CH:13]=[CH:12][CH:11]=2)[CH2:6][CH2:7][CH2:8]1. Procedure details: A solution of 5-nitroquinoline (50 g, 0.29 mol) in 1 L acetic acid and 30 mL acetic anhydride was treated with 5% Pd/C (3 g) and shaken on a Parr apparatus under a H2 atmosphere (50.8 psi) for 10.4 hours. The reaction was then treated with PtO2 (1 g) and recharged with H2 (50.8 psi) and shaken an additional 2 hours. After removing the catalyst by filtration, the filtrate was evaporated and the residue was separated between methylene chloride and water. The aqueous layer was basified with 50% NaO... Starting materials: C1(CC[C@@H]2N1C1=CC=CC=C1NC2=O)=O ((S)-3,3a-dihydropyrrolo[1,2-a]quinoxaline-1,4(2H,5H)-dione), intermediate, [N+](#[C-])CC(=O)OC(C)(C)C (tert-butyl isocyanoacetate). Yields the product C=1(N=CN2C1[C@H]1N(C=3C=CC=CC23)C=CC1)C(=O)OC(C)(C)C (tert-Butyl (S)-12,12a-dihydroimidazo[1,5-a]pyrrolo[2,1-c]quinoxaline-1-carboxylate). As a reaction SMILES: [C:1]1(=O)[N:5]2[C:6]3[C:11]([NH:12][C:13](=O)[C@@H:4]2[CH2:3][CH2:2]1)=[CH:10][CH:9]=[CH:8][CH:7]=3.[N+:16]([CH2:18][C:19]([O:21][C:22]([CH3:25])([CH3:24])[CH3:23])=[O:20])#[C-:17]>>[C:18]1([C:19]([O:21][C:22]([CH3:25])([CH3:24])[CH3:23])=[O:20])[N:16]=[CH:17][N:12]2[C:11]3[CH:10]=[CH:9][CH:8]=[CH:7][C:6]=3[N:5]3[CH:1]=[CH:2][CH2:3][C@H:4]3[C:13]=12. Procedure: Following the general procedure of EXAMPLE 30 and making non-critical variations but starting with (S)-3,3a-dihydropyrrolo[1,2-a]quinoxaline-1,4(2H,5H)-dione (intermediate formed in EXAMPLE 282, 0.638 g) and tert-butyl isocyanoacetate (0.621 g), the title compound is obtained, mp 202°-207° (decomp); MS (m/z) at 325; IR (mineral oil) 1719, 1363, 1700, 1507, 1161, 1293 cm-1 ; NMR (CDCl3) 1.64, 2.25-2.40, 2.55-2.81, 3.31-3.41, 5.26, 7.23-7.29, 7.33, 7.52, 8.06, 8.34 δ; [α]D =-248° (0.96, methanol). The reactants are Cc1ccccc1C1CC(N=[N+]=[N-])C(=O)N(CC(=O)NC(C)(C)C)C(c2ccccc2)C1, ClCCl, CCO. Reaction SMILES: [C:1]([CH3:2])([CH3:3])([CH3:4])[NH:5][C:6]([CH2:7][N:8]1[C:9](=[O:31])[CH:10]([N:28]=[N+:29]=[N-:30])[CH2:11][CH:12]([c:21]2[c:22]([CH3:27])[cH:23][cH:24][cH:25][cH:26]2)[CH2:13][CH:14]1[c:15]1[cH:16][cH:17][cH:18][cH:19][cH:20]1)=[O:32].[CH2:36]([Cl:37])[Cl:38].[CH3:33][CH2:34][OH:35]>>[C:1]([CH3:2])([CH3:3])([CH3:4])[NH:5][C:6]([CH2:7][N:8]1[C:9](=[O:31])[CH:10]([NH2:28])[CH2:11][CH:12]([c:21]2[c:22]([CH3:27])[cH:23][cH:24][cH:25][cH:26]2)[CH2:13][CH:14]1[c:15]1[cH:16][cH:17][cH:18][cH:19][cH:20]1)=[O:32]. The product is Cc1ccccc1C1CC(N)C(=O)N(CC(=O)NC(C)(C)C)C(c2ccccc2)C1. Starting materials: ClCC(COC=1C=C2C=CC(NC2=CC1)=O)O (6-(3-chloro-2-hydroxypropoxy)-carbostyril), CNCC1=CC=CC=C1 (N-methylbenzylamine). The solvent is CN(C=O)C (dimethylformamide). Run at time 5 hour. The product is CN(CC1=CC=CC=C1)CC(COC=1C=C2C=CC(NC2=CC1)=O)O (6-[3-(N-methyl-N-benzylamino)-2-hydroxypropoxy]carbostyril). The yield is 37.1%. Reaction SMILES: Cl[CH2:2][CH:3]([OH:17])[CH2:4][O:5][C:6]1[CH:7]=[C:8]2[C:13](=[CH:14][CH:15]=1)[NH:12][C:11](=[O:16])[CH:10]=[CH:9]2.[CH3:18][NH:19][CH2:20][C:21]1[CH:26]=[CH:25][CH:24]=[CH:23][CH:22]=1>CN(C)C=O>[CH3:18][N:19]([CH2:2][CH:3]([OH:17])[CH2:4][O:5][C:6]1[CH:7]=[C:8]2[C:13](=[CH:14][CH:15]=1)[NH:12][C:11](=[O:16])[CH:10]=[CH:9]2)[CH2:20][C:21]1[CH:26]=[CH:25][CH:24]=[CH:23][CH:22]=1. Procedure details: A solution of 6-(3-chloro-2-hydroxypropoxy)-carbostyril (5.05 g) and N-methylbenzylamine (6.0 g) in dimethylformamide (50 ml) is heated with stirring at 50°-60° C. for 5 hours. The solvent is distilled off under reduced pressure and the resulting residue is purified by silica gel column chromatography (solvent; methanol:chloroform=1:100-1:25) and recrystallized from ethanol to give 6-[3-(N-methyl-N-benzylamino)-2-hydroxypropoxy]carbostyril (2.5 g), as white powder, m.p. 129°-132° C. Starting materials: [Cl-], CC(Cl)c1noc(-c2cccc(Cl)c2)n1, [H-], [NH4+], [Na+], CN(C)C=O, O, c1cc(-c2nnc3n2CCCN3)ccn1. Product: CC(c1noc(-c2cccc(Cl)c2)n1)N1CCCn2c(-c3ccncc3)nnc21. As a reaction SMILES: [Cl-:33].[Cl:18][CH:19]([CH3:20])[c:21]1[n:22][o:23][c:24](-[c:26]2[cH:27][c:28]([Cl:32])[cH:29][cH:30][cH:31]2)[n:25]1.[H-:2].[NH4+:34].[Na+:1].[O:35]=[CH:36][N:37]([CH3:38])[CH3:39].[OH2:40].[n:3]1[cH:4][cH:5][c:6](-[c:9]2[n:10][n:11][c:12]3[n:13]2[CH2:14][CH2:15][CH2:16][NH:17]3)[cH:7][cH:8]1>>[n:3]1[cH:4][cH:5][c:6](-[c:9]2[n:10][n:11][c:12]3[n:13]2[CH2:14][CH2:15][CH2:16][N:17]3[CH:19]([CH3:20])[c:21]2[n:22][o:23][c:24](-[c:26]3[cH:27][c:28]([Cl:32])[cH:29][cH:30][cH:31]3)[n:25]2)[cH:7][cH:8]1. Starting materials: CCOC(=O)C(=O)CBr, COc1cc(S)ccc1Br, Cl, c1ccncc1. The product is CCOC(=O)C(=O)CSc1ccc(Br)c(OC)c1. Reaction SMILES: [Br:11][CH2:12][C:13]([C:14](=[O:15])[O:16][CH2:17][CH3:18])=[O:19].[CH3:1][O:2][c:3]1[cH:4][c:5]([SH:10])[cH:6][cH:7][c:8]1[Br:9].[ClH:20].[cH:21]1[cH:22][cH:23][n:24][cH:25][cH:26]1>>[CH3:1][O:2][c:3]1[cH:4][c:5]([S:10][CH2:12][C:13]([C:14](=[O:15])[O:16][CH2:17][CH3:18])=[O:19])[cH:6][cH:7][c:8]1[Br:9]. The product is C(CC(O)(C(=O)O)CC(=O)O)(=O)O.ClC1=CC=C(C=C1)C(CN(C(=O)C1=CC(=CC2=CC=CC=C12)[N+](=O)[O-])C)CCN1CCC(CC1)N1C(NCCC1)=O (N-[2-(4-Chlorophenyl)-4-[4-[tetrahydro-2-oxo-1(2H)-pyrimidinyl]-1-piperidinyl]butyl]-N-methyl-3-nitro-1-naphthamide Citrate). Reactants: O=C1N(CCCN1)C1CCNCC1 (4-(tetrahydro-2-oxo-1(2H)-pyrimidinyl)piperidine), C(CC(O)(C(=O)O)CC(=O)O)(=O)O.ClC1=CC=C(C=C1)C(CN(C(=O)C1=CC(=CC2=CC=CC=C12)[N+](=O)[O-])C)CCN1CCC(CC1)C1=C(C=CC=C1)[S@@](=O)C (N-[2-(4-Chlorophenyl)-4-[4-[(S)-2-methylsulfinylphenyl]-1-piperidinyl]butyl]-N-methyl-3-nitro-1-naphthamide Citrate), citrate salt. Reaction SMILES: [O:1]=[C:2]1[NH:7][CH2:6][CH2:5][CH2:4][N:3]1[CH:8]1[CH2:13][CH2:12][NH:11][CH2:10][CH2:9]1.[C:14]([OH:26])(=[O:25])[CH2:15][C:16]([CH2:21][C:22]([OH:24])=[O:23])([C:18]([OH:20])=[O:19])[OH:17].[Cl:27][C:28]1[CH:33]=[CH:32][C:31]([CH:34]([CH2:53][CH2:54]N2CCC(C3C=CC=CC=3[S@](C)=O)CC2)[CH2:35][N:36]([CH3:52])[C:37]([C:39]2[C:48]3[C:43](=[CH:44][CH:45]=[CH:46][CH:47]=3)[CH:42]=[C:41]([N+:49]([O-:51])=[O:50])[CH:40]=2)=[O:38])=[CH:30][CH:29]=1>O>[C:14]([OH:26])(=[O:25])[CH2:15][C:16]([CH2:21][C:22]([OH:24])=[O:23])([C:18]([OH:20])=[O:19])[OH:17].[Cl:27][C:28]1[CH:29]=[CH:30][C:31]([CH:34]([CH2:53][CH2:54][N:11]2[CH2:12][CH2:13][CH:8]([N:3]3[CH2:4][CH2:5][CH2:6][NH:7][C:2]3=[O:1])[CH2:9][CH2:10]2)[CH2:35][N:36]([CH3:52])[C:37]([C:39]2[C:48]3[C:43](=[CH:44][CH:45]=[CH:46][CH:47]=3)[CH:42]=[C:41]([N+:49]([O-:51])=[O:50])[CH:40]=2)=[O:38])=[CH:32][CH:33]=1 |f:1.2,4.5|. Run in O (H2O). Procedure details: Using standard reductive amination conditions 4-(tetrahydro-2-oxo-1(2H)-pyrimidinyl)piperidine (Miller, S C; Jacobs, R T; Shenvi, A B. EP 739891) was reacted with N-[2-(4-chlorophenyl)-4-oxobutyl]-N-methyl-3-nitro-1-naphthamide [Example 3] and converted to the citrate salt. MS m/z 578 (M+H). Analysis for C31H36ClN5O4.1.0 C6H8O7.0.8 H2O: calculated: C, 56.64; H, 5.86; N, 8.92; found: C, 56.60; H, 5.74; N, 8.69.